Dataset: the Open Reaction Database (ORD), a public repository of structured organic reaction records. Task: describe an organic reaction: reactants, conditions, products, and yield Starting materials: COC(=O)c1ccc(Cc2cn(C)c3ccc(C(=O)NCC(C)CC(F)(F)F)cc23)c(OC)c1, CO, [Li+], C1CCOC1, [OH-], O, O. The product is COc1cc(C(=O)O)ccc1Cc1cn(C)c2ccc(C(=O)NCC(C)CC(F)(F)F)cc12. RXN SMILES: [CH3:1][O:2][c:3]1[cH:4][c:5]([C:6](=[O:7])[O:8][CH3:9])[cH:10][cH:11][c:12]1[CH2:13][c:14]1[cH:15][n:16]([CH3:34])[c:17]2[cH:18][cH:19][c:20]([C:23]([NH:24][CH2:25][CH:26]([CH2:27][C:28]([F:29])([F:30])[F:31])[CH3:32])=[O:33])[cH:21][c:22]12.[CH3:38][OH:39].[Li+:37].[O:40]1[CH2:41][CH2:42][CH2:43][CH2:44]1.[OH-:36].[OH2:35].[OH2:45]>>[CH3:1][O:2][c:3]1[cH:4][c:5]([C:6](=[O:7])[OH:8])[cH:10][cH:11][c:12]1[CH2:13][c:14]1[cH:15][n:16]([CH3:34])[c:17]2[cH:18][cH:19][c:20]([C:23]([NH:24][CH2:25][CH:26]([CH2:27][C:28]([F:29])([F:30])[F:31])[CH3:32])=[O:33])[cH:21][c:22]12.